This data is from the Open Reaction Database (ORD), a public repository of structured organic reaction records. The task is: describe an organic reaction: reactants, conditions, products, and yield Reactants: Cl (hydrochloric acid), FC=1C=C2C(C(=CN(C2=C(C1N1CCC(CC1)C(=O)OCC)OC)CC(F)(F)F)C(=O)NCC1=C(C=C(C=C1)OC(F)(F)F)C)=O (Ethyl 1-[6-fluoro-8-methoxy-3-({[2-methyl-4-(trifluoromethoxy)benzyl]amino}carbonyl)-4-oxo-1-(2,2,2-trifluoroethyl)-1,4-dihydroquinolin-7-yl]piperidine-4-carboxylate), solution, [OH-].[Li+] (lithium hydroxide). Run in O1CCOCC1 (dioxane), O (water). Conditions: time 8 hour. Yields the product FC=1C=C2C(C(=CN(C2=C(C1N1CCC(CC1)C(=O)O)OC)CC(F)(F)F)C(=O)NCC1=C(C=C(C=C1)OC(F)(F)F)C)=O (1-[6-Fluoro-8-methoxy-3-({[2-methyl-4-(trifluoromethoxy)benzyl]amino}carbonyl)-4-oxo-1-(2,2,2-trifluoroethyl)-1,4-dihydroquinolin-7-yl]piperidine-4-carboxylic acid). As a reaction SMILES: [F:1][C:2]1[CH:3]=[C:4]2[C:9](=[C:10]([O:23][CH3:24])[C:11]=1[N:12]1[CH2:17][CH2:16][CH:15]([C:18]([O:20]CC)=[O:19])[CH2:14][CH2:13]1)[N:8]([CH2:25][C:26]([F:29])([F:28])[F:27])[CH:7]=[C:6]([C:30]([NH:32][CH2:33][C:34]1[CH:39]=[CH:38][C:37]([O:40][C:41]([F:44])([F:43])[F:42])=[CH:36][C:35]=1[CH3:45])=[O:31])[C:5]2=[O:46].[OH-].[Li+].Cl>O1CCOCC1.O>[F:1][C:2]1[CH:3]=[C:4]2[C:9](=[C:10]([O:23][CH3:24])[C:11]=1[N:12]1[CH2:17][CH2:16][CH:15]([C:18]([OH:20])=[O:19])[CH2:14][CH2:13]1)[N:8]([CH2:25][C:26]([F:29])([F:27])[F:28])[CH:7]=[C:6]([C:30]([NH:32][CH2:33][C:34]1[CH:39]=[CH:38][C:37]([O:40][C:41]([F:42])([F:43])[F:44])=[CH:36][C:35]=1[CH3:45])=[O:31])[C:5]2=[O:46] |f:1.2|. Procedure: 550 mg (0.698 mmol) of the compound of Example 2 are provided in 10 ml of dioxane, 3.5 ml of a 1M solution of lithium hydroxide in water are added and the mixture is stirred overnight. The reaction mixture is acidified with 1N hydrochloric acid and freed from the solvents on a rotary evaporator. The residue is taken up in DMSO and separated by preparative chromatography (method 5). 330 mg (72% of theory) of the title compound are obtained. The reactants are C(C)(C)(C)OC(=O)N1CCC(CC1)N1N=CC=2C1=NC=NC2Cl (4-(4-chloro-pyrazolo[3,4-d]pyrimidin-1-yl)-piperidine-1-carboxylic acid tert-butyl ester), C(C)(C)(C)OC(=O)N1CCC(CC1)N1N=CC=2C1=NC=NC2Cl (4-(4-chloro-pyrazolo[3,4-d]pyrimidin-1-yl)-piperidine-1-carboxylic acid tert-butyl ester), CC1=NC(=CC=C1O)C (2,6-dimethyl-3-hydroxypyridine), C([O-])([O-])=O.[K+].[K+] (potassium carbonate). Run in CN(C=O)C (dimethylformamide). Product: C(C)(C)(C)OC(=O)N1CCC(CC1)N1N=CC=2C1=NC=NC2OC=2C(=NC(=CC2)C)C (4-[4-(2,6-Dimethyl-pyridin-3-yloxy)-pyrazolo[3,4-d]pyrimidin-1-yl]-piperidine-1-carboxylic acid tert-butyl ester). Yield: 74.3%. Reaction SMILES: [C:1]([O:5][C:6]([N:8]1[CH2:13][CH2:12][CH:11]([N:14]2[C:18]3=[N:19][CH:20]=[N:21][C:22](Cl)=[C:17]3[CH:16]=[N:15]2)[CH2:10][CH2:9]1)=[O:7])([CH3:4])([CH3:3])[CH3:2].[CH3:24][C:25]1[C:30]([OH:31])=[CH:29][CH:28]=[C:27]([CH3:32])[N:26]=1.C(=O)([O-])[O-].[K+].[K+]>CN(C)C=O>[C:1]([O:5][C:6]([N:8]1[CH2:13][CH2:12][CH:11]([N:14]2[C:18]3=[N:19][CH:20]=[N:21][C:22]([O:31][C:30]4[C:25]([CH3:24])=[N:26][C:27]([CH3:32])=[CH:28][CH:29]=4)=[C:17]3[CH:16]=[N:15]2)[CH2:10][CH2:9]1)=[O:7])([CH3:4])([CH3:3])[CH3:2] |f:2.3.4|. Procedure: 4-[4-(2,6-Dimethyl-pyridin-3-yloxy)-pyrazolo[3,4-d]pyrimidin-1-yl]-piperidine-1-carboxylic acid tert-butyl ester (41 mg, 65%) was prepared using the procedure described for the preparation of Example 96, by the reaction of 4-(4-chloro-pyrazolo[3,4-d]pyrimidin-1-yl)-piperidine-1-carboxylic acid tert-butyl ester (Intermediate 19; 50 mg, 0.15 mmol) with 2,6-dimethyl-3-hydroxypyridine (Apollo Scientific Ltd., Stockport, Cheshire, UK; 16 mg) in the presence of potassium carbonate (27 mg, 0.19 mmol) i... The reactants are [BH4-].[Na+] (NaBH4), OO (H2O2), C(C)(=O)O[C@H](CN1CC=C(CC1)CCOC(C1=CC=CC=C1)C1=CC=CC=C1)C1=CC=CC=C1 ((S)-2-(4-(2-(benzhydryloxy)ethyl)-5,6-dihydropyridin-1(2H)-yl)-1-phenylethyl acetate), [OH-].[Na+] (NaOH). Run in C(C)O (ethanol), C1CCOC1 (THF), O (water). The product is C(C)(=O)O[C@H](CN1CC(C(CC1)CCOC(C1=CC=CC=C1)C1=CC=CC=C1)O)C1=CC=CC=C1 ((1S)-2-(4-(2-(benzhydryloxy)ethyl)-3-hydroxypiperidin-1-yl)-1-phenyl-ethyl acetate). As a reaction SMILES: [BH4-].[Na+].[C:3]([O:6][C@@H:7]([C:31]1[CH:36]=[CH:35][CH:34]=[CH:33][CH:32]=1)[CH2:8][N:9]1[CH2:14][CH2:13][C:12]([CH2:15][CH2:16][O:17][CH:18]([C:25]2[CH:30]=[CH:29][CH:28]=[CH:27][CH:26]=2)[C:19]2[CH:24]=[CH:23][CH:22]=[CH:21][CH:20]=2)=[CH:11][CH2:10]1)(=[O:5])[CH3:4].[OH-:37].[Na+].OO>C(O)C.O.C1COCC1>[C:3]([O:6][C@@H:7]([C:31]1[CH:32]=[CH:33][CH:34]=[CH:35][CH:36]=1)[CH2:8][N:9]1[CH2:14][CH2:13][CH:12]([CH2:15][CH2:16][O:17][CH:18]([C:25]2[CH:30]=[CH:29][CH:28]=[CH:27][CH:26]=2)[C:19]2[CH:20]=[CH:21][CH:22]=[CH:23][CH:24]=2)[CH:11]([OH:37])[CH2:10]1)(=[O:5])[CH3:4] |f:0.1,3.4|. Procedure: With reference to FIG. 8, General procedure II was used. The quantities of the chemicals in order of addition are as follows: NaBH4 (0.0191 g, 0.505 mmol), THF (10 ml), BF3-ether complex (0.066 ml, 0.536 mmol), (S)-2-(4-(2-(benzhydryloxy)ethyl)-5,6-dihydropyridin-1(2H)-yl)-1-phenylethyl acetate 7b (0.115 g, 0.252 mmol), water (0.3 ml), ethanol (0.5 ml), 3N NaOH (0.2 ml) and 30% H2O2 (0.2 ml, 1.26 mmol). The reactants are NC1=C(C(=O)NC2=NC=C(C=C2)Cl)C=CC(=C1)C(=O)OC (2-amino-N-(5-chloropyridin-2-yl)-4-methoxycarbonylbenzamide), C(C)(C)(C)OC(=O)N1CCC(CC1)C=O (1-tert-butoxycarbonylpiperidine-4-carboxaldehyde), [B-][N+](C)(C)C (borane trimethylamine complex). The product is ClC=1C=CC(=NC1)NC(C1=C(C=C(C=C1)C(=O)OC)NCC1CCNCC1)=O (N-(5-Chloropyridin-2-yl)-4-methoxycarbonyl-2-(piperidin-4-ylmethylamino)benzamide). The yield is 83.2%. Reaction SMILES: [NH2:1][C:2]1[CH:17]=[C:16]([C:18]([O:20][CH3:21])=[O:19])[CH:15]=[CH:14][C:3]=1[C:4]([NH:6][C:7]1[CH:12]=[CH:11][C:10]([Cl:13])=[CH:9][N:8]=1)=[O:5].C(OC([N:29]1[CH2:34][CH2:33][CH:32]([CH:35]=O)[CH2:31][CH2:30]1)=O)(C)(C)C.[B-][N+](C)(C)C>>[Cl:13][C:10]1[CH:11]=[CH:12][C:7]([NH:6][C:4](=[O:5])[C:3]2[CH:14]=[CH:15][C:16]([C:18]([O:20][CH3:21])=[O:19])=[CH:17][C:2]=2[NH:1][CH2:35][CH:32]2[CH2:33][CH2:34][NH:29][CH2:30][CH2:31]2)=[N:8][CH:9]=1. Procedure details: Using a similar procedure to that described in Example 47-C&D, 2-amino-N-(5-chloropyridin-2-yl)-4-methoxycarbonylbenzamide (1.00 g, 3.28 mmol), 1-tert-butoxycarbonylpiperidine-4-carboxaldehyde (1.05 g, 4.92 mmol), and borane trimethylamine complex (717 mg, 9.94 mmol) afforded 1.10 g (84%) of the title compound. Reactants: Cc1cc(N)ccc1Br, CC#N, O=CNc1nc(S(=O)(=O)Cl)n[nH]1, O=S(=O)(Cl)Cl. Yields the product Cc1cc(NS(=O)(=O)c2n[nH]c(NC=O)n2)ccc1Br. RXN SMILES: [Br:1][c:2]1[c:3]([CH3:9])[cH:4][c:5]([NH2:6])[cH:7][cH:8]1.[CH3:27][C:28]#[N:29].[CH:10](=[O:11])[NH:12][c:13]1[n:14][c:15]([S:18](=[O:19])(=[O:20])[Cl:21])[n:16][nH:17]1.[S:22]([Cl:23])([Cl:24])(=[O:25])=[O:26]>>[Br:1][c:2]1[c:3]([CH3:9])[cH:4][c:5]([NH:6][S:18]([c:15]2[n:14][c:13]([NH:12][CH:10]=[O:11])[nH:17][n:16]2)(=[O:19])=[O:20])[cH:7][cH:8]1. Reactants: O (water), Cl (HCl), [BH4-].[Na+] (NaBH4), OC=1C=C(C=O)C=CC1 (3-hydroxybenzaldehyde). Solvent: CCO (EtOH), ClCCl (dichloromethane). Run at time 7.5 minute. Product: OC=1C=C(CO)C=CC1 (3-(hydroxy)benzyl alcohol). As a reaction SMILES: [BH4-].[Na+].[OH:3][C:4]1[CH:5]=[C:6]([CH:9]=[CH:10][CH:11]=1)[CH:7]=[O:8].O.Cl>CCO.ClCCl>[OH:3][C:4]1[CH:5]=[C:6]([CH:9]=[CH:10][CH:11]=1)[CH2:7][OH:8] |f:0.1|. Reported procedure: NaBH4 (775 mg, 20.5 mmol) is gradually added to a solution of 3-hydroxybenzaldehyde (5 g, 40.9 mmol) in EtOH (25 mL) while cooling the reaction mixture with cold water. This mixture is stirred for 5-10 min at the same temperature. And then dichloromethane (DCM) (100 mL) is added followed by a 2M HCl aqueous solution (until pH ˜3). The organic phase is separated and the final product is extracted 4 times from the aqueous phase with a EtOH/DCM mixture in the proportion of 1:3. The collected organi... The reactants are CC(=O)OCc1cc(N(C(=O)OC(C)(C)C)c2ccc(C#N)cc2)ccc1Br, Cl, [Na+], C1COCCO1, [OH-]. Yields the product CC(=O)OCc1cc(Nc2ccc(C#N)cc2)ccc1Br. As a reaction SMILES: [C:1]([CH3:2])(=[O:3])[O:4][CH2:5][c:6]1[c:7]([Br:28])[cH:8][cH:9][c:10]([N:12]([C:13]([O:14][C:15]([CH3:16])([CH3:17])[CH3:18])=[O:19])[c:20]2[cH:21][cH:22][c:23]([C:26]#[N:27])[cH:24][cH:25]2)[cH:11]1.[ClH:29].[Na+:31].[O:32]1[CH2:33][CH2:34][O:35][CH2:36][CH2:37]1.[OH-:30]>>[C:1]([CH3:2])(=[O:3])[O:4][CH2:5][c:6]1[c:7]([Br:28])[cH:8][cH:9][c:10]([NH:12][c:20]2[cH:21][cH:22][c:23]([C:26]#[N:27])[cH:24][cH:25]2)[cH:11]1.